Dataset: the Open Reaction Database (ORD), a public repository of structured organic reaction records. Task: describe an organic reaction: reactants, conditions, products, and yield Run at time 3 hour. Reactants: CCN(C(C)C)C(C)C (DIPEA), N1=CC=CC=C1 (pyridine), C1(CCCCC1)N(C(CCCOC=1C=C2CN3C(=NC2=CC1)NC(C3CO)=O)=O)C (N-cyclohexyl-N-methyl-4-(2-oxo-3-hydroxymethyl-1,2,3,5-tetrahydroimidazo[2,1-b]quinazolin-7-yl)oxybutanamide), N1=CC=CC=C1 (pyridine), S(=O)(=O)(C)Cl (mesyl chloride). Reported procedure: To 500 ml of pyridine was added 5.14 g of N-cyclohexyl-N-methyl-4-(2-oxo-3-hydroxymethyl-1,2,3,5-tetrahydroimidazo[2,1-b]quinazolin-7-yl)oxybutanamide to which was added 0.9 ml of mesyl chloride. This solution was cooled to about 0°-5° C., at which time 7.12 ml of DIPEA was added. This solution was stirred at room temperature for 3 hours. The pyridine was stripped under high vacuum at about 40° C. to give a suspension which was trituratured with water, centrifuged and crystals of the captioned c... Product: C1(CCCCC1)N(C(CCCOC=1C=C2CN3C(=NC2=CC1)NC(C3=C)=O)=O)C (N-cyclohexyl-N-methyl-4-(2-oxo-3-methylene-1,2,3,5-tetrahydroimidazo[2,1-b]quinazolin-7-yl)oxybutanamide). Reaction SMILES: N1C=CC=CC=1.[CH:7]1([N:13]([CH3:36])[C:14](=[O:35])[CH2:15][CH2:16][CH2:17][O:18][C:19]2[CH:20]=[C:21]3[C:26](=[CH:27][CH:28]=2)[N:25]=[C:24]2[NH:29][C:30](=[O:34])[CH:31]([CH2:32]O)[N:23]2[CH2:22]3)[CH2:12][CH2:11][CH2:10][CH2:9][CH2:8]1.S(Cl)(C)(=O)=O.CCN(C(C)C)C(C)C>O>[CH:7]1([N:13]([CH3:36])[C:14](=[O:35])[CH2:15][CH2:16][CH2:17][O:18][C:19]2[CH:20]=[C:21]3[C:26](=[CH:27][CH:28]=2)[N:25]=[C:24]2[NH:29][C:30](=[O:34])[C:31](=[CH2:32])[N:23]2[CH2:22]3)[CH2:12][CH2:11][CH2:10][CH2:9][CH2:8]1. Solvent: O (water).